From a dataset of the Open Reaction Database (ORD), a public repository of structured organic reaction records. describe an organic reaction: reactants, conditions, products, and yield Starting materials: C1CCOC1 (THF), [BH4-].[Na+] (sodium tetrahydroborate), resultant solution, Cl (hydrochloric acid), FC=1C=C(C=C(C1)F)[C@@H]1CC[C@H](CC1)C=O (trans-4-(3,5-difluorophenyl)cyclohexane carbaldehyde). Solvent: O (water), C(C)O (ethanol). Run at temperature 5 celsius, time 10 minute. The product is FC=1C=C(C=C(C1)F)[C@@H]1CC[C@H](CC1)CO (trans-4-(3,5-difluorophenyl)cyclohexylmethanol). Isolated yield 97.3%. Reaction SMILES: [F:1][C:2]1[CH:3]=[C:4]([C@H:9]2[CH2:14][CH2:13][C@H:12]([CH:15]=[O:16])[CH2:11][CH2:10]2)[CH:5]=[C:6]([F:8])[CH:7]=1.C1COCC1.[BH4-].[Na+].Cl>C(O)C.O>[F:1][C:2]1[CH:3]=[C:4]([C@H:9]2[CH2:10][CH2:11][C@H:12]([CH2:15][OH:16])[CH2:13][CH2:14]2)[CH:5]=[C:6]([F:8])[CH:7]=1 |f:2.3|. Procedure: Then, trans-4-(3,5-difluorophenyl)cyclohexane carbaldehyde (112 g) was dissolved in ethanol (224 mL), THF (30 mL), and water (30 mL), and sodium tetrahydroborate (9.4 g) was slowly added to the resultant solution at an outside temperature or 5° C., followed by stirring at an outside temperature of 5° C. for 10 minutes. The reaction solution was slowly poured into 10% hydrochloric acid (450 mL) and stirred for a white, and then an organic layer was separated. An aqueous layer was subjected to ext... The reactants are CC(C)(C)OC(=O)N1CC(OS(C)(=O)=O)C1, CN(C)C=O, [N-]=[N+]=[N-], [Na+], O. The product is CC(C)(C)OC(=O)N1CC(N=[N+]=[N-])C1. As a reaction SMILES: [C:1]([CH3:2])([CH3:3])([CH3:4])[O:5][C:6](=[O:7])[N:8]1[CH2:9][CH:10]([O:12][S:13]([CH3:14])(=[O:15])=[O:16])[CH2:11]1.[CH3:22][N:23]([CH3:24])[CH:25]=[O:26].[N-:18]=[N+:19]=[N-:20].[Na+:17].[OH2:21]>>[C:1]([CH3:2])([CH3:3])([CH3:4])[O:5][C:6](=[O:7])[N:8]1[CH2:9][CH:10]([N:18]=[N+:19]=[N-:20])[CH2:11]1. The reactants are C(C)(C)(C)OC(=O)N[C@@H](CC(=O)N1CC=2N(CC1)N=C(N2)C(F)(F)F)CC2=C(C=C(C(=C2)F)F)F (7-[(3R)-3-[(tert-Butoxycarbonyl)amino]-4-(2,4,5-trifluorophenyl)butanoyl]-2-(trifluoromethyl)-5,6,7,8-tetrahydro[1,2,4]triazolo[1,5-α]pyrazine), Cl (hydrogen chloride). Product: Cl.N[C@@H](CC(=O)N1CC=2N(CC1)N=C(N2)C(F)(F)F)CC2=C(C=C(C(=C2)F)F)F (7-[(3R)-3-Amino-4-(2,4,5-trifluorophenyl)butanoyl]-2-(trifluoromethyl)-5,6,7,8-tetrahydro[1,2,4]triazolo[1,5-α]pyrazine, hydrochloride). As a reaction SMILES: C(OC([NH:8][C@H:9]([CH2:26][C:27]1[CH:32]=[C:31]([F:33])[C:30]([F:34])=[CH:29][C:28]=1[F:35])[CH2:10][C:11]([N:13]1[CH2:18][CH2:17][N:16]2[N:19]=[C:20]([C:22]([F:25])([F:24])[F:23])[N:21]=[C:15]2[CH2:14]1)=[O:12])=O)(C)(C)C.[ClH:36]>CO>[ClH:36].[NH2:8][C@H:9]([CH2:26][C:27]1[CH:32]=[C:31]([F:33])[C:30]([F:34])=[CH:29][C:28]=1[F:35])[CH2:10][C:11]([N:13]1[CH2:18][CH2:17][N:16]2[N:19]=[C:20]([C:22]([F:25])([F:24])[F:23])[N:21]=[C:15]2[CH2:14]1)=[O:12] |f:3.4|. Reported procedure: To 7-[(3R)-3-[(tert-butoxycarbonyl)amino]-4-(2,4,5-trifluorophenyl) butanoyl]-2-(trifluoromethyl)-5,6,7,8-tetrahydro[1,2,4]triazolo[1,5-α]pyrazine (63.1 mg, 0.12 mmol, from Step E) was added 3 mL of methanol saturated with hydrogen chloride at 0° C. The reaction was stirred at ambient temperature for 45 min. Concentration gave the title compound as a white solid. Run at time 45 minute. Run in CO (methanol). Solvent: CC(=O)O (AcOH), Br (HBr). The yield is 62.5%. Product: BrC=1N=C(NC1)C1=CC=C(C=C1)O (4-Bromo-2-(4-hydroxyphenyl)imidazole). As a reaction SMILES: [Br:1][C:2]1[N:3]=[C:4]([C:7]2[CH:12]=[CH:11][C:10]([O:13]C)=[CH:9][CH:8]=2)[NH:5][CH:6]=1>CC(O)=O.Br>[Br:1][C:2]1[N:3]=[C:4]([C:7]2[CH:8]=[CH:9][C:10]([OH:13])=[CH:11][CH:12]=2)[NH:5][CH:6]=1. Procedure: A suspension of 10 (2.6 g, 0.0091 mol) in AcOH (10 ml) and 48% HBr (40 ml) was heated at reflux for 10 hours. After stirring overnight at room temperature the solution was concentrated to dryness and the residue stirred overnight with saturated NaHCO3. The mixture was filtered to yield 1.36 g (65%) of 11. Conditions: time 8 hour. Starting materials: BrC=1N=C(NC1)C1=CC=C(C=C1)OC (4-Bromo-2-(4-methoxyphenyl)imidazole).